Task: describe an organic reaction: reactants, conditions, products, and yield. Dataset: the Open Reaction Database (ORD), a public repository of structured organic reaction records The reactants are CO, CS(=O)(=O)c1ccc2c(c1)cc(-c1nnco1)n2Cc1ccc(F)cc1, [K+], [OH-]. Product: CS(=O)(=O)c1ccc2[nH]c(-c3nnco3)cc2c1. RXN SMILES: [CH3:29][OH:30].[F:1][c:2]1[cH:3][cH:4][c:5]([CH2:6][n:7]2[c:8](-[c:20]3[o:21][cH:22][n:23][n:24]3)[cH:9][c:10]3[cH:11][c:12]([S:16](=[O:17])(=[O:18])[CH3:19])[cH:13][cH:14][c:15]23)[cH:25][cH:26]1.[K+:28].[OH-:27]>>[nH:7]1[c:8](-[c:20]2[o:21][cH:22][n:23][n:24]2)[cH:9][c:10]2[cH:11][c:12]([S:16](=[O:17])(=[O:18])[CH3:19])[cH:13][cH:14][c:15]12. Reactants: ClC=1C=C(C=C(C1OC1=CC=CC=2CC(OC21)(C)C)Cl)[N+](=O)[O-] (3,5-dichloro-4-(2,3-dihydro-2,2-dimethyl-7-benzofuranyloxy)-1-nitrobenzene), [H][H] (hydrogen). Reagents/catalysts: [Pt] (platinum on carbon). The solvent is C1(=CC=CC=C1)C (toluene). Product: ClC=1C=C(N)C=C(C1OC1=CC=CC=2CC(OC21)(C)C)Cl (3,5 -Dichloro-4-(2,3-dihydro-2,2-dimethyl-7-benzofuranyloxy)aniline). Yield: 89.6%. Reaction SMILES: [Cl:1][C:2]1[CH:3]=[C:4]([N+:21]([O-])=O)[CH:5]=[C:6]([Cl:20])[C:7]=1[O:8][C:9]1[C:17]2[O:16][C:15]([CH3:19])([CH3:18])[CH2:14][C:13]=2[CH:12]=[CH:11][CH:10]=1.[H][H]>C1(C)C=CC=CC=1.[Pt]>[Cl:20][C:6]1[CH:5]=[C:4]([CH:3]=[C:2]([Cl:1])[C:7]=1[O:8][C:9]1[C:17]2[O:16][C:15]([CH3:18])([CH3:19])[CH2:14][C:13]=2[CH:12]=[CH:11][CH:10]=1)[NH2:21]. Procedure: To a solution of 29.2 g of 3,5-dichloro-4-(2,3-dihydro-2,2-dimethyl-7-benzofuranyloxy)-1-nitrobenzene in 500 ml of toluene was added 2.3 g of 5% platinum on carbon catalyst. This mixture was then charged into a 1 L rocking Parr reactor. The reactor was purged twice with nitrogen then twice with hydrogen, then finally filled with hydrogen to a pressure of 100 psig. The hydrogen pressure was maintained between 75 and 100 psig during the course of the reaction. After hydrogen uptake ceased, the rea... Starting materials: O=C1CCCC(=O)O1, NCCCn1c2ccccc2c2nc3ccccc3nc21. Yields the product O=C1CCCC(=O)N1CCCn1c2ccccc2c2nc3ccccc3nc21. Reaction SMILES: [C:22]1(=[O:29])[CH2:23][CH2:24][CH2:25][C:26](=[O:27])[O:28]1.[NH2:1][CH2:2][CH2:3][CH2:4][n:5]1[c:6]2[cH:7][cH:8][cH:9][cH:10][c:11]2[c:12]2[c:13]1[n:14][c:15]1[cH:16][cH:17][cH:18][cH:19][c:20]1[n:21]2>>[N:1]1([CH2:2][CH2:3][CH2:4][n:5]2[c:6]3[cH:7][cH:8][cH:9][cH:10][c:11]3[c:12]3[c:13]2[n:14][c:15]2[cH:16][cH:17][cH:18][cH:19][c:20]2[n:21]3)[C:22](=[O:28])[CH2:23][CH2:24][CH2:25][C:26]1=[O:27]. Starting materials: C(C=C)[C@]1(N([C@H]([C@H](OC1=O)C1=CC=CC=C1)C1=CC=CC=C1)C(=O)OC(C)(C)C)CC(C)C (tert-butyl (3R,5S,6R)-3-allyl-3-isobutyl-2-oxo-5,6-diphenylmorpholine-4-carboxylate), N (ammonia), [Cl-].[NH4+] (ammonium chloride), N (ammonia), [Na] (sodium). Run in C1CCOC1 (THF), C(C)O (ethanol). Conditions: time 20 minute. Product: C(C)(C)(C)OC(=O)N[C@@](C(=O)O)(CC=C)CC(C)C ((R)-2-tert-Butoxycarbonylamino-2-isobutylpent-4-enoic acid). RXN SMILES: N.[Na].[CH2:3]([C@:6]1([CH2:32][CH:33]([CH3:35])[CH3:34])[C:11](=[O:12])[O:10][C@H](C2C=CC=CC=2)[C@H](C2C=CC=CC=2)[N:7]1[C:25]([O:27][C:28]([CH3:31])([CH3:30])[CH3:29])=[O:26])[CH:4]=[CH2:5].[Cl-].[NH4+]>C1COCC1.C(O)C>[C:28]([O:27][C:25]([NH:7][C@:6]([CH2:32][CH:33]([CH3:35])[CH3:34])([CH2:3][CH:4]=[CH2:5])[C:11]([OH:12])=[O:10])=[O:26])([CH3:31])([CH3:30])[CH3:29] |f:3.4,^1:1|. Procedure: 60 ml of ammonia were condensed at −78° C. Then 624 mg of sodium were added in 2 portions at an interval of 10 min. The mixture was stirred for 20 min. At −60° C., a solution of tert-butyl (3R,5S,6R)-3-allyl-3-isobutyl-2-oxo-5,6-diphenylmorpholine-4-carboxylate 1.22 g and 1.6 ml of ethanol in 20 ml of THF was added dropwise thereto. The mixture was stirred at −45° C. for 1.5 h, and the reaction was stopped by adding solid ammonium chloride until the blue color disappeared. The ammonia is then al... The reactants are Clc1ccc2c(NCCCCCCCBr)c3c(nc2c1)CCCC3, NC1CCCc2nc(OCc3ccccc3)ccc21, CN(C)C=O, O. Product: Clc1ccc2c(NCCCCCCCNC3CCCc4nc(OCc5ccccc5)ccc43)c3c(nc2c1)CCCC3. RXN SMILES: [Br:1][CH2:2][CH2:3][CH2:4][CH2:5][CH2:6][CH2:7][CH2:8][NH:9][c:10]1[c:11]2[cH:12][cH:13][c:14]([Cl:24])[cH:15][c:16]2[n:17][c:18]2[c:23]1[CH2:22][CH2:21][CH2:20][CH2:19]2.[CH2:25]([c:26]1[cH:27][cH:28][cH:29][cH:30][cH:31]1)[O:32][c:33]1[n:34][c:35]2[c:40]([cH:41][cH:42]1)[CH:39]([NH2:43])[CH2:38][CH2:37][CH2:36]2.[CH3:45][N:46]([CH3:47])[CH:48]=[O:49].[OH2:44]>>[CH2:2]([CH2:3][CH2:4][CH2:5][CH2:6][CH2:7][CH2:8][NH:9][c:10]1[c:11]2[cH:12][cH:13][c:14]([Cl:24])[cH:15][c:16]2[n:17][c:18]2[c:23]1[CH2:22][CH2:21][CH2:20][CH2:19]2)[NH:43][CH:39]1[CH2:38][CH2:37][CH2:36][c:35]2[n:34][c:33]([O:32][CH2:25][c:26]3[cH:27][cH:28][cH:29][cH:30][cH:31]3)[cH:42][cH:41][c:40]21. Starting materials: C(C)OC(C1=C(C=C(C=C1)C1=NOC(C1)(C(F)(F)F)C1=CC(=CC(=C1)Cl)Cl)C)=O (4-[5-(3,5-dichlorophenyl)-5-trifluoromethyl-4,5-dihydroisoxazol-3-yl]-2-methylbenzoic acid ethyl ester), [OH-].[Na+] (sodium hydroxide). The solvent is C(C)O (ethanol), O (water), O (water), C(C)O (ethanol). Run at time 1 hour. Yields the product ClC=1C=C(C=C(C1)Cl)C1(CC(=NO1)C1=CC(=C(C(=O)O)C=C1)C)C(F)(F)F (4-[5-(3,5-dichlorophenyl)-5-trifluoromethyl-4,5-dihydroisoxazol-3-yl]-2-methyl benzoic acid). Isolated yield 92.6%. Reaction SMILES: C([O:3][C:4](=[O:29])[C:5]1[CH:10]=[CH:9][C:8]([C:11]2[CH2:15][C:14]([C:20]3[CH:25]=[C:24]([Cl:26])[CH:23]=[C:22]([Cl:27])[CH:21]=3)([C:16]([F:19])([F:18])[F:17])[O:13][N:12]=2)=[CH:7][C:6]=1[CH3:28])C.[OH-].[Na+]>C(O)C.O>[Cl:27][C:22]1[CH:21]=[C:20]([C:14]2([C:16]([F:18])([F:17])[F:19])[O:13][N:12]=[C:11]([C:8]3[CH:9]=[CH:10][C:5]([C:4]([OH:29])=[O:3])=[C:6]([CH3:28])[CH:7]=3)[CH2:15]2)[CH:25]=[C:24]([Cl:26])[CH:23]=1 |f:1.2|. Procedure: In a solution of 10.79 g of 4-[5-(3,5-dichlorophenyl)-5-trifluoromethyl-4,5-dihydroisoxazol-3-yl]-2-methylbenzoic acid ethyl ester in 50 ml of ethanol and 10 ml of water, a solution of 2.0 g of sodium hydroxide in 10 ml of water was slowly added with stirring at room temperature. Then, the reaction mixture was stirred at 80° C. for 2 hours, after the completion of the reaction, ethanol was distilled off under reduced pressure. The residue was adjusted to pH 1-2 with concentrated hydrochloric aci... Procedure details: To a solution of 6′-bromo-2′,2′-dimethyldispiro[cyclopropane-1,3′-chromene-4′,4″-[1,3]oxazol]-2″-amine (3.7 g, 11 mmol) in methanol (50 ml) was added (+)-dibenzoyl-D-tartaric acid monohydrate (4.1 g, 11 mmol). The mixture was stirred at room temperature for 5 minutes and concentrated in vacuo. To the residue was added dioxane (25 ml). The mixture was heated under reflux for 5 minutes, cooled to room temperature and stirred at room temperature overnight. The resulting precipitate was collected, w... The product is BrC=1C=C2C(=CC1)OC(C1(CC1)[C@@]21N=C(OC1)N)(C)C ((4′R)-6′-bromo-2′,2′-dimethyldispiro[cyclopropane-1,3′-chromene-4′,4″-[1,3]oxazol]-2″-amine). Reaction SMILES: [Br:1][C:2]1[CH:3]=[C:4]2[C:13]3([CH2:17][O:16][C:15]([NH2:18])=[N:14]3)[C:10]3([CH2:12][CH2:11]3)[C:9]([CH3:20])([CH3:19])[O:8][C:5]2=[CH:6][CH:7]=1.O.C([C@](C(O)=O)(O)[C@](C(=O)C1C=CC=CC=1)(O)C(O)=O)(=O)C1C=CC=CC=1>CO>[Br:1][C:2]1[CH:3]=[C:4]2[C@@:13]3([CH2:17][O:16][C:15]([NH2:18])=[N:14]3)[C:10]3([CH2:12][CH2:11]3)[C:9]([CH3:20])([CH3:19])[O:8][C:5]2=[CH:6][CH:7]=1 |f:1.2|. Solvent: CO (methanol). Starting materials: BrC=1C=C2C(=CC1)OC(C1(CC1)C21N=C(OC1)N)(C)C (6′-bromo-2′,2′-dimethyldispiro[cyclopropane-1,3′-chromene-4′,4″-[1,3]oxazol]-2″-amine), O.C(C1=CC=CC=C1)(=O)[C@@]([C@@](C(=O)O)(O)C(C1=CC=CC=C1)=O)(O)C(=O)O ((+)-dibenzoyl-D-tartaric acid monohydrate). Yield: 40.4%. Reaction conditions: time 5 minute.